This data is from the Open Reaction Database (ORD), a public repository of structured organic reaction records. The task is: describe an organic reaction: reactants, conditions, products, and yield Starting materials: OC1=CC=CC=2N=C(NC21)COC2=CC=C(C=C2)Cl (4-hydroxy-2-(4-chlorophenoxymethyl)benzimidazole), [H-].[Na+] (sodium hydride), C(C)(C)(C)OC(=O)N1CCC(CC1)CCCBr (3-[1-(t-butoxycarbonyl)piperidin-4-yl)propyl bromide). The solvent is CN(C=O)C (N,N-dimethylformamide). Reaction conditions: time 1 hour. The product is ClC1=CC=C(OCC2=NC3=C(N2CCCC2CCN(CC2)C(=O)OC(C)(C)C)C=CC=C3OCCCC3CCN(CC3)C(=O)OC(C)(C)C)C=C1 (2-(4-chlorophenoxymethyl)-4-[3-[1-(t-butoxycarbonyl)piperidin-4-yl]propoxy]-1-[3-[1-(t-butoxycarbonyl)piperidin-4-yl]propyl]benzimidazole). Reaction SMILES: [OH:1][C:2]1[C:10]2[NH:9][C:8]([CH2:11][O:12][C:13]3[CH:18]=[CH:17][C:16]([Cl:19])=[CH:15][CH:14]=3)=[N:7][C:6]=2[CH:5]=[CH:4][CH:3]=1.[H-].[Na+].[C:22]([O:26][C:27]([N:29]1[CH2:34][CH2:33][CH:32]([CH2:35][CH2:36][CH2:37]Br)[CH2:31][CH2:30]1)=[O:28])([CH3:25])([CH3:24])[CH3:23]>CN(C)C=O>[Cl:19][C:16]1[CH:17]=[CH:18][C:13]([O:12][CH2:11][C:8]2[N:7]([CH2:37][CH2:36][CH2:35][CH:32]3[CH2:33][CH2:34][N:29]([C:27]([O:26][C:22]([CH3:25])([CH3:24])[CH3:23])=[O:28])[CH2:30][CH2:31]3)[C:6]3[CH:5]=[CH:4][CH:3]=[C:2]([O:1][CH2:37][CH2:36][CH2:35][CH:32]4[CH2:33][CH2:34][N:29]([C:27]([O:26][C:22]([CH3:23])([CH3:25])[CH3:24])=[O:28])[CH2:30][CH2:31]4)[C:10]=3[N:9]=2)=[CH:14][CH:15]=1 |f:1.2|. Procedure details: A solution of 4-hydroxy-2-(4-chlorophenoxymethyl)benzimidazole (500 mg, 1.82 mmol) in dry N,N-dimethylformamide (8 ml) was treated with sodium hydride (60% in mineral oil, 162 mg, 4.0 mmol, 2.2 eq). The resulting mixture was stirred at room temperature under a stream of nitrogen for about one hour. To this reaction mixture 3-[1-(t-butoxycarbonyl)piperidin-4-yl)propyl bromide (4.0 mmol, 2.2 eq) was added and the resulting mixture was stirred for three hours at 70° C. The reaction was quenched by ... Starting materials: C(C)(C)(C)OC([C@@H](NC(CNC(CNC([C@@H](NC(CCSCC(COC(CCCCCCCCCCCCCCC)=O)OC(CCCCCCCCCCCCCCC)=O)=O)CCCNC(=O)OC(C)(C)C)=O)=O)=O)CCC(=O)OC(C)(C)C)=O (N(alpha)-(6,7-bis(palmitoyloxy)-4-thiaheptanoyl)-N(delta)-(t-butyloxycarbonyl)ornitylglycylglycylglutamic acid di-t-butyl ester), Example 13, solution, Cl (hydrochloric acid). The solvent is C(C)(=O)O (acetic acid). Run at time 17 hour. The product is Cl.C(CCCCCCCCCCCCCCC)(=O)OC(CSCCC(=O)N[C@@H](CCCN)C(=O)NCC(=O)NCC(=O)N[C@@H](CCC(=O)O)C(=O)O)COC(CCCCCCCCCCCCCCC)=O (N(alpha)-(6,7-bis(palmitoyloxy)-4- thiaheptanoyl)ornitylglycylglycylglutamic acid hydrochloride). Isolated yield 100.0%. As a reaction SMILES: C([O:5][C:6](=[O:85])[C@H:7]([CH2:76][CH2:77][C:78]([O:80]C(C)(C)C)=[O:79])[NH:8][C:9](=[O:75])[CH2:10][NH:11][C:12](=[O:74])[CH2:13][NH:14][C:15](=[O:73])[C@H:16]([CH2:62][CH2:63][CH2:64][NH:65]C(OC(C)(C)C)=O)[NH:17][C:18](=[O:61])[CH2:19][CH2:20][S:21][CH2:22][CH:23]([O:43][C:44](=[O:60])[CH2:45][CH2:46][CH2:47][CH2:48][CH2:49][CH2:50][CH2:51][CH2:52][CH2:53][CH2:54][CH2:55][CH2:56][CH2:57][CH2:58][CH3:59])[CH2:24][O:25][C:26](=[O:42])[CH2:27][CH2:28][CH2:29][CH2:30][CH2:31][CH2:32][CH2:33][CH2:34][CH2:35][CH2:36][CH2:37][CH2:38][CH2:39][CH2:40][CH3:41])(C)(C)C.[ClH:86]>C(O)(=O)C>[ClH:86].[C:44]([O:43][CH:23]([CH2:24][O:25][C:26](=[O:42])[CH2:27][CH2:28][CH2:29][CH2:30][CH2:31][CH2:32][CH2:33][CH2:34][CH2:35][CH2:36][CH2:37][CH2:38][CH2:39][CH2:40][CH3:41])[CH2:22][S:21][CH2:20][CH2:19][C:18]([NH:17][C@H:16]([C:15]([NH:14][CH2:13][C:12]([NH:11][CH2:10][C:9]([NH:8][C@H:7]([C:6]([OH:85])=[O:5])[CH2:76][CH2:77][C:78]([OH:80])=[O:79])=[O:75])=[O:74])=[O:73])[CH2:62][CH2:63][CH2:64][NH2:65])=[O:61])(=[O:60])[CH2:45][CH2:46][CH2:47][CH2:48][CH2:49][CH2:50][CH2:51][CH2:52][CH2:53][CH2:54][CH2:55][CH2:56][CH2:57][CH2:58][CH3:59] |f:3.4|. Procedure details: To N(alpha)-(6,7-bis(palmitoyloxy)-4-thiaheptanoyl)-N(delta)-(t-butyloxycarbonyl)ornitylglycylglycylglutamic acid di-t-butyl ester as obtained in Example 13 (180 mg), a 4N solution of hydrochloric acid (4 ml) in acetic acid was added, followed by stirring at room temperature for 17 hours. The solvent was distilled off to yield the title compound (150 mg, yield 100%) as a colorless crystal.